The task is: describe an organic reaction: reactants, conditions, products, and yield. This data is from the Open Reaction Database (ORD), a public repository of structured organic reaction records. The reactants are F[C@@]12[C@]3(C=CC(C=C3CC[C@H]1[C@@H]1CCC([C@@]1(C)C[C@@H]2O)(SC2=CC=CC=C2)SC2=CC=CC=C2)=O)C (9-fluoro-11β-hydroxy-17,17-bis(phenylthio)androsta-1,4-dien-3-one). Solvent: C(C)C1=C(C=CC=C1)CC (diethylbenzene). Conditions: temperature 190 celsius, time 45 minute. Yields the product F[C@@]12[C@]3(C=CC(C=C3CC[C@H]1[C@@H]1CC=C([C@@]1(C)C[C@@H]2O)SC2=CC=CC=C2)=O)C (9-Fluoro-11β-hydroxy-17-(phenylthio)androsta-1,4,16-trien-3-one). Isolated yield 97.2%. As a reaction SMILES: [F:1][C@:2]12[C@@H:19]([OH:20])[CH2:18][C@@:16]3([CH3:17])[C@@H:12]([CH2:13][CH2:14][C:15]3(SC3C=CC=CC=3)[S:21][C:22]3[CH:27]=[CH:26][CH:25]=[CH:24][CH:23]=3)[C@@H:11]1[CH2:10][CH2:9][C:8]1[C@:3]2([CH3:36])[CH:4]=[CH:5][C:6](=[O:35])[CH:7]=1>C(C1C=CC=CC=1CC)C>[F:1][C@:2]12[C@@H:19]([OH:20])[CH2:18][C@@:16]3([CH3:17])[C@@H:12]([CH2:13][CH:14]=[C:15]3[S:21][C:22]3[CH:27]=[CH:26][CH:25]=[CH:24][CH:23]=3)[C@@H:11]1[CH2:10][CH2:9][C:8]1[C@:3]2([CH3:36])[CH:4]=[CH:5][C:6](=[O:35])[CH:7]=1. Procedure details: A suspension of 3.0 g of 9-fluoro-11β-hydroxy-17,17-bis(phenylthio)androsta-1,4-dien-3-one in 150 ml of diethylbenzene is stirred at 190° C. for 45 minutes. The solution is cooled at 0° C. and a solid crystallizes. This is filtered and dried in vacuo to give 2.3 g of material. Recrystallization from chloroform-methanol gives 1.1 g of the title compound, melting point 250°-251° C. (dec.). Reactants: FC1=C(CC=2C=CC(NC2)=O)C=CC(=C1)F (5-(2,4-difluorobenzyl)pyridin-2(1H)-one), C(=O)(C(F)(F)F)O (TFA), [NH4+].[OH-] (NH4OH), IN1C(CCC1=O)=O (N-iodosuccinimide). Solvent: C(C)(=O)O (acetic acid). Conditions: time 8 hour. Product: FC1=C(CC=2C=C(C(NC2)=O)I)C=CC(=C1)F (5-(2,4-difluorobenzyl)-3-iodopyridin-2(1H)-one). RXN SMILES: [F:1][C:2]1[CH:15]=[C:14]([F:16])[CH:13]=[CH:12][C:3]=1[CH2:4][C:5]1[CH:6]=[CH:7][C:8](=[O:11])[NH:9][CH:10]=1.C(O)(C(F)(F)F)=O.[I:24]N1C(=O)CCC1=O.[NH4+].[OH-]>C(O)(=O)C>[F:1][C:2]1[CH:15]=[C:14]([F:16])[CH:13]=[CH:12][C:3]=1[CH2:4][C:5]1[CH:6]=[C:7]([I:24])[C:8](=[O:11])[NH:9][CH:10]=1 |f:3.4|. Procedure: To a solution of 5-(2,4-difluorobenzyl)pyridin-2(1H)-one 3 (1.89 g, 8.5 mmol) in acetic acid (34 ml) was added TFA (2.2 ml), followed by N-iodosuccinimide (2.02 g, 8.5 mmol). The red homogeneous solution was allowed to stir overnight at room temperature, poured onto ice and neutralized with cone. NH4OH. The solid was collected by filtration, rinsed with water, treated with methanol/dichloromethane, dried over sodium sulfate, and evaporated. The resulting brown solid was purified by flash column ... Starting materials: O1C=C(C=C1)C1(C(NC(NC1=O)=O)=O)O (5-(3-Furyl)-5-hydroxy-2,4,6(1H,3H,5H)pyrimidinetrione), [OH-].[Na+] (sodium hydroxide). Yields the product O1C=C(C=C1)C1C(NC(O1)=O)=O (5-(3-Furyl)oxazolidine-2,4-dione). Procedure: 5-(3-Furyl)-5-hydroxy-2,4,6(1H,3H,5H)pyrimidinetrione (1.62 g.) was dissolved in 15 ml. of 1 N sodium hydroxide, and allowed to stand for 15 minutes at room temperature, and then extracted with 5 ml. of ethyl acetate. The aqueous layer was acidified with glacial acetic acid (about 1.5 ml.) and product extracted into 25 ml. of ethyl acetate. The extract was back washed with 5 ml. of water, filtered through a bed of anhydrous sodium sulfate, and evaporated to yield crude product as an oil (470 mg.... Reaction conditions: time 15 minute. The yield is 36.5%. Reaction SMILES: [O:1]1[CH:5]=[CH:4][C:3]([C:6]2([OH:15])C(=O)N[C:9](=[O:13])[NH:8][C:7]2=[O:14])=[CH:2]1.[OH-].[Na+]>>[O:1]1[CH:5]=[CH:4][C:3]([CH:6]2[O:15][C:9](=[O:13])[NH:8][C:7]2=[O:14])=[CH:2]1 |f:1.2|.